This data is from the Open Reaction Database (ORD), a public repository of structured organic reaction records. The task is: describe an organic reaction: reactants, conditions, products, and yield Starting materials: [I-].C(CCC)[N+]1=C(SC(=C1C)C)C (3-butyl-2,4,5-trimethylthiazol-3-ium iodide), TEA, Cl.C(C1=CN=CC=C1)(=O)Cl (nicotinoyl chloride hydrochloride). The reagents and catalysts are CN(C)C=1C=CN=CC1 (DMAP). Reaction conditions: time 8 hour. Product: C(CCC)N1/C(/SC(=C1C)C)=C/C(=O)C=1C=NC=CC1 ((2Z)-2-(3-butyl-4,5-dimethyl-1,3-thiazol-2(3H)-ylidene)-1-pyridin-3-ylethanone). RXN SMILES: [I-].[CH2:2]([N+:6]1[C:10]([CH3:11])=[C:9]([CH3:12])[S:8][C:7]=1[CH3:13])[CH2:3][CH2:4][CH3:5].Cl.[C:15](Cl)(=[O:22])[C:16]1[CH:21]=[CH:20][CH:19]=[N:18][CH:17]=1>CN(C1C=CN=CC=1)C>[CH2:2]([N:6]1[C:10]([CH3:11])=[C:9]([CH3:12])[S:8]/[C:7]/1=[CH:13]\[C:15]([C:16]1[CH:17]=[N:18][CH:19]=[CH:20][CH:21]=1)=[O:22])[CH2:3][CH2:4][CH3:5] |f:0.1,2.3|. Procedure details: In a 20 mL vial 3-butyl-2,4,5-trimethylthiazol-3-ium iodide (48 mg in 0.5 mL DMA, 0.16 mmol, 1 equiv.) was added, followed by TEA (38 mg in 0.5 mL DMA, 0.37 mmol, 2.4 equiv.) and the solution went black. DMAP (2 mg in 0.5 mL DMA, 0.016 mmol, 0.1 equiv) was added next, followed by nicotinoyl chloride hydrochloride (0.9 mL of 0.2M in DMA, 1.2 equiv). The mixture was shaken overnight at room temperature and then concentrated in vacuo. The resulting residue was taken up in 1:1 DMSO/MeOH and purified... Starting materials: C(C(C)(C)C)(=O)NC=1N=C(C2=C(N1)N=CC(=C2)C#CC=2C=C(N(C2)[Si](C(C)C)(C(C)C)C(C)C)C(=O)OC)O (methyl 4-[2-(2-pivaloylamino-4-hydroxypyrido[2,3-d]pyrimidin-6-yl)ethynyl]-1-triisopropylsilylpyrrole-2-carboxylate). The reagents and catalysts are [Pd] (palladium-on-carbon). Run in CO (methanol). Reaction conditions: time 8 hour. Yields the product C(C(C)(C)C)(=O)NC=1N=C(C2=C(N1)NCC(C2)CCC=2C=C(N(C2)[Si](C(C)C)(C(C)C)C(C)C)C(=O)OC)O (methyl 4-[2-(2-pivaloylamino-4-hydroxy-5,6,7,8-tetrahydropyrido[2,3-d]pyrimidin-6-yl)ethyl]-1-triisopropylsilylpyrrole-2-carboxylate). The yield is 93.9%. Reaction SMILES: [C:1]([NH:7][C:8]1[N:9]=[C:10]([OH:39])[C:11]2[CH:17]=[C:16]([C:18]#[C:19][C:20]3[CH:21]=[C:22]([C:35]([O:37][CH3:38])=[O:36])[N:23]([Si:25]([CH:32]([CH3:34])[CH3:33])([CH:29]([CH3:31])[CH3:30])[CH:26]([CH3:28])[CH3:27])[CH:24]=3)[CH:15]=[N:14][C:12]=2[N:13]=1)(=[O:6])[C:2]([CH3:5])([CH3:4])[CH3:3]>CO.[Pd]>[C:1]([NH:7][C:8]1[N:9]=[C:10]([OH:39])[C:11]2[CH2:17][CH:16]([CH2:18][CH2:19][C:20]3[CH:21]=[C:22]([C:35]([O:37][CH3:38])=[O:36])[N:23]([Si:25]([CH:29]([CH3:30])[CH3:31])([CH:26]([CH3:27])[CH3:28])[CH:32]([CH3:34])[CH3:33])[CH:24]=3)[CH2:15][NH:14][C:12]=2[N:13]=1)(=[O:6])[C:2]([CH3:4])([CH3:5])[CH3:3]. Reported procedure: A mixture of methyl 4-[2-(2-pivaloylamino-4-hydroxypyrido[2,3-d]pyrimidin-6-yl)ethynyl]-1-triisopropylsilylpyrrole-2-carboxylate (550 mg, 1.0 mmol) and 10% palladium-on-carbon (220 mg) in methanol (45 mL) was stirred overnight under hydrogen (50 psi). The reaction mixture was filtered through Celite and the filtrate concentrated in vacuo. The residue was dissolved in methylene chloride and filtered through a short silica gel column. The eluate was evaporated to give methyl 4-[2-(2-pivaloylamino-... The yield is 50.9%. Reactants: FC1=CC=C(C(=O)C2=CC=C(C=C2)F)C=C1 (4,4'-difluorobenzophenone), C(CCC)[Li] (Butyl lithium), C(C)(C)NC1CCCCC1 (N-isopropylcyclohexylamine), C(CCC)(=O)OCC (ethyl butyrate). Conditions: temperature -40 celsius, time 1 hour. Product: C(C)C(C(=O)OCC)C(O)(C1=CC=C(C=C1)F)C1=CC=C(C=C1)F (Ethyl 2-ethyl-3,3-bis(4-fluorophenyl)-3-hydroxypropionate). Solvent: O1CCCC1 (tetrahydrofuran). Reported procedure: Butyl lithium (65.7 mL of 2.1M solution, 138 mmol) was added to a solution of N-isopropylcyclohexylamine in 100 mL tetrahydrofuran at -20° C. After stirring for 1 hour and cooling to -40° C., ethyl butyrate (16.0 g, 138 mmol) was added. After stiring for an additional hour and further cooling to -70° C., 4,4'-difluorobenzophenone (15 g, 68.8 mmol) was added. The solution was stirred for 3 hours at -70° C., allowed to warm to 20° C. during the next 5 hours and stirred at 20° C. for 8 hours. The r... RXN SMILES: C([Li])CCC.C(NC1CCCCC1)(C)C.[C:16]([O:21][CH2:22][CH3:23])(=[O:20])[CH2:17][CH2:18][CH3:19].[F:24][C:25]1[CH:39]=[CH:38][C:28]([C:29]([C:31]2[CH:36]=[CH:35][C:34]([F:37])=[CH:33][CH:32]=2)=[O:30])=[CH:27][CH:26]=1>O1CCCC1>[CH2:18]([CH:17]([C:29]([C:28]1[CH:38]=[CH:39][C:25]([F:24])=[CH:26][CH:27]=1)([C:31]1[CH:32]=[CH:33][C:34]([F:37])=[CH:35][CH:36]=1)[OH:30])[C:16]([O:21][CH2:22][CH3:23])=[O:20])[CH3:19]. Starting materials: [N+](=O)([O-])C1=CC=C(OC2=CC=C(C=C2)C2=NN(C=C2)C(=O)N)C=C1 (3-[4-(4-nitrophenoxy)phenyl]-1H-pyrazole-1-carboxamide), [H][H] (hydrogen). Reagents/catalysts: [Pd] (palladium). Run in C(C)O (ethanol). The product is NC1=CC=C(OC2=CC=C(C=C2)C2=NN(C=C2)C(=O)N)C=C1 (3-[4-(4-Aminophenoxy)phenyl]-1H-pyrazole-1-carboxamide). Yield: 62.9%. Reaction SMILES: [N+:1]([C:4]1[CH:24]=[CH:23][C:7]([O:8][C:9]2[CH:14]=[CH:13][C:12]([C:15]3[CH:19]=[CH:18][N:17]([C:20]([NH2:22])=[O:21])[N:16]=3)=[CH:11][CH:10]=2)=[CH:6][CH:5]=1)([O-])=O.[H][H]>C(O)C.[Pd]>[NH2:1][C:4]1[CH:24]=[CH:23][C:7]([O:8][C:9]2[CH:10]=[CH:11][C:12]([C:15]3[CH:19]=[CH:18][N:17]([C:20]([NH2:22])=[O:21])[N:16]=3)=[CH:13][CH:14]=2)=[CH:6][CH:5]=1. Reported procedure: A solution of 3-[4-(4-nitrophenoxy)phenyl]-1H-pyrazole-1-carboxamide (100 mg, 0.308 mmol) in ethanol was flushed with nitrogen for 5 min, then palladium (10% on carbon, 20 mg) was added. The mixture was shaken under 40 psi of hydrogen for 16 hours. The mixture was then filtered through a bed of Celite and the solvent was removed in vacuo. The crude product was purified by column chromatography to give 57 mg (60%) of the title compound as a solid, mp 158-160° C. 1H NMR (CDCl3): δ8.22 (d, J=3.0 Hz... The reactants are COCCCNC(=O)C1=C(N(C2=CC(=CC=C12)OC)C)C (6-methoxy-1,2-dimethyl-1H-indole-3-carboxylic acid (3-methoxy-propyl)-amide), B(Br)(Br)Br (BBr3). Yields the product OCCCNC(=O)C1=C(N(C2=CC(=CC=C12)O)C)C (6-Hydroxy-1,2-dimethyl-1H-indole-3-carboxylic acid (3-hydroxy-propyl)-amide). As a reaction SMILES: C[O:2][CH2:3][CH2:4][CH2:5][NH:6][C:7]([C:9]1[C:17]2[C:12](=[CH:13][C:14]([O:18]C)=[CH:15][CH:16]=2)[N:11]([CH3:20])[C:10]=1[CH3:21])=[O:8].B(Br)(Br)Br>>[OH:2][CH2:3][CH2:4][CH2:5][NH:6][C:7]([C:9]1[C:17]2[C:12](=[CH:13][C:14]([OH:18])=[CH:15][CH:16]=2)[N:11]([CH3:20])[C:10]=1[CH3:21])=[O:8]. Procedure details: This material was prepared from 6-methoxy-1,2-dimethyl-1H-indole-3-carboxylic acid (3-methoxy-propyl)-amide 63a by treatment with BBr3 in a manner as previously described for example 1d. 1H NMR (300 MHz, CD3OD) δ7.52 (1H, d, J=8.6 Hz), 6.73 (1H, d, J=2.1 Hz), 6.68 (1H, dd, J=2.1, 8.6 Hz), 3.69 (2H, t, J=6.1 Hz), 3.57 (3H, s), 3.51 (2H, m), 2.57 (3H, s), 1.85 (2H, m). LCMS (ESI+) [M+H]/z Calc'd 263, found 263.